This data is from the Open Reaction Database (ORD), a public repository of structured organic reaction records. The task is: describe an organic reaction: reactants, conditions, products, and yield Starting materials: CC(C)(C)[O-].[K+] (potassium 2-methylpropan-2-olate), ClC1=C2C(=NC=C1)C=CS2 (7-chlorothieno[3,2-b]pyridine), COC(CCSC=1C=C(C(=NC1)NC=1SC=C(N1)CC1CCN(CC1)C(=O)OC(C)(C)C)OC1=CC=CC=C1)=O (tert-butyl 4-((2-(5-(3-methoxy-3-oxopropylthio)-3-phenoxypyridin-2-ylamino)thiazol-4-yl)methyl)piperidine-1-carboxylate). The solvent is CS(=O)C (DMSO). Conditions: time 2 hour. Product: O(C1=CC=CC=C1)C=1C(=NC=C(C1)SC1=C2C(=NC=C1)C=CS2)NC=2SC=C(N2)CC2CCN(CC2)C(=O)OC(C)(C)C (tert-butyl 4-((2-(3-phenoxy-5-(thieno[3,2-b]pyridin-7-ylthio)pyridin-2-ylamino)thiazol-4-yl)methyl)piperidine-1-carboxylate). Isolated yield 97.1%. RXN SMILES: CC([O-])(C)C.[K+].Cl[C:8]1[CH:13]=[CH:12][N:11]=[C:10]2[CH:14]=[CH:15][S:16][C:9]=12.COC(=O)CC[S:22][C:23]1[CH:24]=[C:25]([O:49][C:50]2[CH:55]=[CH:54][CH:53]=[CH:52][CH:51]=2)[C:26]([NH:29][C:30]2[S:31][CH:32]=[C:33]([CH2:35][CH:36]3[CH2:41][CH2:40][N:39]([C:42]([O:44][C:45]([CH3:48])([CH3:47])[CH3:46])=[O:43])[CH2:38][CH2:37]3)[N:34]=2)=[N:27][CH:28]=1>CS(C)=O>[O:49]([C:25]1[C:26]([NH:29][C:30]2[S:31][CH:32]=[C:33]([CH2:35][CH:36]3[CH2:37][CH2:38][N:39]([C:42]([O:44][C:45]([CH3:48])([CH3:47])[CH3:46])=[O:43])[CH2:40][CH2:41]3)[N:34]=2)=[N:27][CH:28]=[C:23]([S:22][C:8]2[CH:13]=[CH:12][N:11]=[C:10]3[CH:14]=[CH:15][S:16][C:9]=23)[CH:24]=1)[C:50]1[CH:55]=[CH:54][CH:53]=[CH:52][CH:51]=1 |f:0.1|. Procedure: Added potassium 2-methylpropan-2-olate (0.443 g, 3.95 mmol) to a solution of 7-chlorothieno[3,2-b]pyridine (0.268 g, 1.58 mmol) and tert-butyl 4-((2-(5-(3-methoxy-3-oxopropylthio)-3-phenoxypyridin-2-ylamino)thiazol-4-yl)methyl)piperidine-1-carboxylate (0.77 g, 1.32 mmol) in DMSO (8 mL). The reaction was stirred for two hours, then set aside to react at ambient temperature for 60 hours. The reaction was partitioned between ethyl acetate and saturated ammonium chloride. Washed the organic layer tw... Reactants: N#CC(C#N)=C(C#N)C#N, CCCC(CC)Oc1ccccc1-n1c(-c2cccs2)ccc1-c1cccs1, O. As a reaction SMILES: [C:29](#[N:30])[C:31](=[C:32]([C:33]#[N:34])[C:35]#[N:36])[C:37]#[N:38].[CH3:1][CH2:2][CH2:3][CH:4]([CH2:5][CH3:6])[O:7][c:8]1[c:9](-[n:14]2[c:15](-[c:24]3[s:25][cH:26][cH:27][cH:28]3)[cH:16][cH:17][c:18]2-[c:19]2[s:20][cH:21][cH:22][cH:23]2)[cH:10][cH:11][cH:12][cH:13]1.[OH2:39]>>[CH3:1][CH2:2][CH2:3][CH:4]([CH2:5][CH3:6])[O:7][c:8]1[c:9](-[n:14]2[c:15](-[c:24]3[s:25][cH:26][cH:27][cH:28]3)[cH:16][cH:17][c:18]2-[c:19]2[s:20][c:21]([C:32](=[C:31]([C:29]#[N:30])[C:37]#[N:38])[C:33]#[N:34])[cH:22][cH:23]2)[cH:10][cH:11][cH:12][cH:13]1. Product: CCCC(CC)Oc1ccccc1-n1c(-c2cccs2)ccc1-c1ccc(C(C#N)=C(C#N)C#N)s1. The reactants are [BH3-]C#N, Cc1c(OC2CCCC(N)C2)ccc2[nH]ncc12, CC(=O)O, CO, O=Cc1ccccc1Cl, [Na+], [Na+], O=C([O-])O. Yields the product Cc1c(OC2CCCC(NCc3ccccc3Cl)C2)ccc2[nH]ncc12. RXN SMILES: [C:32]([BH3-:33])#[N:34].[CH3:1][c:2]1[c:3]2[cH:4][n:5][nH:6][c:7]2[cH:8][cH:9][c:10]1[O:11][CH:12]1[CH2:13][CH:14]([NH2:18])[CH2:15][CH2:16][CH2:17]1.[CH3:28][C:29](=[O:30])[OH:31].[CH3:41][OH:42].[Cl:19][c:20]1[c:21]([CH:22]=[O:23])[cH:24][cH:25][cH:26][cH:27]1.[Na+:35].[Na+:36].[OH:37][C:38](=[O:39])[O-:40]>>[CH3:1][c:2]1[c:3]2[cH:4][n:5][nH:6][c:7]2[cH:8][cH:9][c:10]1[O:11][CH:12]1[CH2:13][CH:14]([NH:18][CH2:22][c:21]2[c:20]([Cl:19])[cH:27][cH:26][cH:25][cH:24]2)[CH2:15][CH2:16][CH2:17]1. Reactants: CCOC(=O)C1CCN(CCOC)CC1, Cl, O. Product: Cl, COCCN1CCC(C(=O)O)CC1. Reaction SMILES: [CH2:2]([CH3:3])[O:4][C:5](=[O:6])[CH:7]1[CH2:8][CH2:9][N:10]([CH2:13][CH2:14][O:15][CH3:16])[CH2:11][CH2:12]1.[ClH:1].[OH2:17]>>[ClH:1].[O:4]=[C:5]([OH:6])[CH:7]1[CH2:8][CH2:9][N:10]([CH2:13][CH2:14][O:15][CH3:16])[CH2:11][CH2:12]1.